From a dataset of the Open Reaction Database (ORD), a public repository of structured organic reaction records. describe an organic reaction: reactants, conditions, products, and yield Starting materials: O=C(O)c1nc(-c2ccccc2)ncc1Br, [Cu+2], [NH4+], O=S(=O)([O-])[O-], [OH-], O. Yields the product Nc1cnc(-c2ccccc2)nc1C(=O)O. Reaction SMILES: [Br:1][c:2]1[c:3]([C:14](=[O:15])[OH:16])[n:4][c:5](-[c:8]2[cH:9][cH:10][cH:11][cH:12][cH:13]2)[n:6][cH:7]1.[Cu+2:20].[NH4+:17].[O-:21][S:22](=[O:23])(=[O:24])[O-:25].[OH-:18].[OH2:19]>>[c:2]1([NH2:17])[c:3]([C:14](=[O:15])[OH:16])[n:4][c:5](-[c:8]2[cH:9][cH:10][cH:11][cH:12][cH:13]2)[n:6][cH:7]1. Starting materials: Cc1cccc(C(=CCBr)c2ccccc2)c1, [Li]CCCC, CCCCCC, CCCCCCC, CCOC(C)=O, O, OCCO. Yields the product Cc1cccc(C(=CCOCCO)c2ccccc2)c1. As a reaction SMILES: [Br:10][CH2:11][CH:12]=[C:13]([c:14]1[cH:15][cH:16][cH:17][cH:18][cH:19]1)[c:20]1[cH:21][c:22]([CH3:26])[cH:23][cH:24][cH:25]1.[CH2:1]([Li:2])[CH2:3][CH2:4][CH3:5].[CH3:28][CH2:29][CH2:30][CH2:31][CH2:32][CH3:33].[CH3:34][CH2:35][CH2:36][CH2:37][CH2:38][CH2:39][CH3:40].[CH3:41][CH2:42][O:43][C:44](=[O:45])[CH3:46].[OH2:27].[OH:6][CH2:7][CH2:8][OH:9]>>[O:6]([CH2:7][CH2:8][OH:9])[CH2:11][CH:12]=[C:13]([c:14]1[cH:15][cH:16][cH:17][cH:18][cH:19]1)[c:20]1[cH:21][c:22]([CH3:26])[cH:23][cH:24][cH:25]1. The reactants are ClC1=C(C=C(C=2N=C(NC21)C(F)(F)F)[N+](=O)[O-])C#N (4-Chloro-7-nitro-5-cyano-2-trifluoromethylbenzimidazole), N1CCCCC1 (piperidine). Product: N1(CCCCC1)C1=C(C=C(C=2N=C(NC21)C(F)(F)F)[N+](=O)[O-])C#N (4-piperidino-7-nitro-5-cyano-2-trifluoromethylbenzimidazole). RXN SMILES: Cl[C:2]1[C:10]2[NH:9][C:8]([C:11]([F:14])([F:13])[F:12])=[N:7][C:6]=2[C:5]([N+:15]([O-:17])=[O:16])=[CH:4][C:3]=1[C:18]#[N:19].[NH:20]1[CH2:25][CH2:24][CH2:23][CH2:22][CH2:21]1>>[N:20]1([C:2]2[C:10]3[NH:9][C:8]([C:11]([F:14])([F:13])[F:12])=[N:7][C:6]=3[C:5]([N+:15]([O-:17])=[O:16])=[CH:4][C:3]=2[C:18]#[N:19])[CH2:25][CH2:24][CH2:23][CH2:22][CH2:21]1. Procedure: 4-Chloro-7-nitro-5-cyano-2-trifluoromethylbenzimidazole is reacted with piperidine to obtain 4-piperidino-7-nitro-5-cyano-2-trifluoromethylbenzimidazole, m.w., 339.3. This compound is reacted with calcium oxide to obtain the corresponding calcium salt, m.w., 716.6. Reactants: Cl.Cl.[C@H]1(CCCN2CCCC[C@H]12)CN1CCC(CC1)NC(=O)C=1NC2=CC=CC(=C2C1)OCC1=COC2=C1C=C(C(=C2)C)C (4-(5,6-dimethyl-benzofuran-3-ylmethoxy)-1H-indole-2-carboxylic acid {1-[(1S,9aR)-1-(octahydro-quinolizin-1-yl)methyl]-piperidin-4-yl}-amide dihydrochloride), Cl.Cl.Cl.NC1CCN(CC1)CCN1C[C@@H]([C@H](CC1)O)C ((3S,4S)-1-[2-(4-Amino-piperidin-1-yl)-ethyl]-3-methyl-piperidin-4-ol trihydrochloride). Product: Cl.Cl.O[C@@H]1[C@H](CN(CC1)CCN1CCC(CC1)NC(=O)C=1NC2=CC=CC(=C2C1)OCC1=COC2=C1C=C(C(=C2)C)C)C (4-(5,6-Dimethyl-benzofuran-3-ylmethoxy)-1H-indole-2-carboxylic acid {1-[2-((3S,4S)-4-hydroxy-3-methyl-piperidin-1-yl)-ethyl]-piperidin-4-yl}-amide dihydrochloride). RXN SMILES: [ClH:1].Cl.[C@H]1(CN2CCC([NH:20][C:21]([C:23]3[NH:24][C:25]4[C:30]([CH:31]=3)=[C:29]([O:32][CH2:33][C:34]3[C:38]5[CH:39]=[C:40]([CH3:44])[C:41]([CH3:43])=[CH:42][C:37]=5[O:36][CH:35]=3)[CH:28]=[CH:27][CH:26]=4)=[O:22])CC2)[C@@H]2N(CCCC2)CCC1.Cl.Cl.Cl.N[CH:49]1[CH2:54][CH2:53][N:52]([CH2:55][CH2:56][N:57]2[CH2:62][CH2:61][C@H:60]([OH:63])[C@@H:59]([CH3:64])[CH2:58]2)[CH2:51][CH2:50]1>>[ClH:1].[ClH:1].[OH:63][C@H:60]1[CH2:61][CH2:62][N:57]([CH2:56][CH2:55][N:52]2[CH2:53][CH2:54][CH:49]([NH:20][C:21]([C:23]3[NH:24][C:25]4[C:30]([CH:31]=3)=[C:29]([O:32][CH2:33][C:34]3[C:38]5[CH:39]=[C:40]([CH3:44])[C:41]([CH3:43])=[CH:42][C:37]=5[O:36][CH:35]=3)[CH:28]=[CH:27][CH:26]=4)=[O:22])[CH2:50][CH2:51]2)[CH2:58][C@@H:59]1[CH3:64] |f:0.1.2,3.4.5.6,7.8.9|. Reported procedure: This compound is synthesized from 4-(5,6-dimethyl-benzofuran-3-ylmethoxy)-1H-indole-2-carboxylic acid (127, see example 104) and amine 14 analogously to the method described in example 1. Reactants: CC1(C)OCC(CCOS(C)(=O)=O)O1, O=C1CCN(C(=O)C=Cc2ccc(Cl)c(Cl)c2)CCN1. The product is CC1(C)OCC(CCN2CCN(C(=O)C=Cc3ccc(Cl)c(Cl)c3)CCC2=O)O1. As a reaction SMILES: [CH3:21][C:22]1([CH3:34])[O:23][CH2:24][CH:25]([CH2:27][CH2:28][O:29][S:30]([CH3:31])(=[O:32])=[O:33])[O:26]1.[Cl:1][c:2]1[cH:3][c:4]([CH:9]=[CH:10][C:11](=[O:12])[N:13]2[CH2:14][CH2:15][NH:16][C:17](=[O:20])[CH2:18][CH2:19]2)[cH:5][cH:6][c:7]1[Cl:8]>>[Cl:1][c:2]1[cH:3][c:4]([CH:9]=[CH:10][C:11](=[O:12])[N:13]2[CH2:14][CH2:15][N:16]([CH2:28][CH2:27][CH:25]3[CH2:24][O:23][C:22]([CH3:21])([CH3:34])[O:26]3)[C:17](=[O:20])[CH2:18][CH2:19]2)[cH:5][cH:6][c:7]1[Cl:8]. The reactants are C(=O)C1=CC(=C(OC2=NC=C(C(=O)N)C=C2)C=C1)OC (6-(4-formyl-2-methoxyphenoxy)nicotinamide), CC1=C(CCN)C=CC=C1 (2-methylphenethylamine). Yields the product COC1=C(OC2=NC=C(C(=O)N)C=C2)C=CC(=C1)CNCCC1=C(C=CC=C1)C (6-{2-Methoxy-4-[(2-o-tolylethylamino)methyl]phenoxy}nicotinamide). Yield: 81.1%. As a reaction SMILES: [CH:1]([C:3]1[CH:18]=[CH:17][C:6]([O:7][C:8]2[CH:16]=[CH:15][C:11]([C:12]([NH2:14])=[O:13])=[CH:10][N:9]=2)=[C:5]([O:19][CH3:20])[CH:4]=1)=O.[CH3:21][C:22]1[CH:30]=[CH:29][CH:28]=[CH:27][C:23]=1[CH2:24][CH2:25][NH2:26]>>[CH3:20][O:19][C:5]1[CH:4]=[C:3]([CH2:1][NH:26][CH2:25][CH2:24][C:23]2[CH:27]=[CH:28][CH:29]=[CH:30][C:22]=2[CH3:21])[CH:18]=[CH:17][C:6]=1[O:7][C:8]1[CH:16]=[CH:15][C:11]([C:12]([NH2:14])=[O:13])=[CH:10][N:9]=1. Reported procedure: Using a method similar to Example 405, a reaction of 6-(4-formyl-2-methoxyphenoxy)nicotinamide (Example 414, Part B) (0.050 g, 0.184 mmol) and 2-methylphenethylamine (0.0248 g, 0.184 mmol) gives the title compound (0.0584 g. 81.2%): TOF MS ES+ 392.2 (M+H)+, HRMS calcd for C23H26N3O3 392.1974 (M+H)+, found 392.1966, time 0.39 min HPLC [YMC-Pack Pro C-18 (150×4.6 mm, S-5 microm), 0.1% TFA/acetonitrile in 0.1% TFA/water at 1.0 mL/min, 20-99% over 23 min], tR=7.5 min, 97.6% purity. The reactants are BrC=1C=CC=C2C(=NC(=NC12)C(C1=NC=C(C=C1)F)(F)F)SC (8-bromo-2-(difluoro(5-fluoropyridin-2-yl)methyl)-4-(methylthio)quinazoline), C1(=CC=CC=C1)P(C1=CC=CC=2C(C3=CC=CC(=C3OC12)P(C1=CC=CC=C1)C1=CC=CC=C1)(C)C)C1=CC=CC=C1 (4,5-bis(diphenylphosphino)-9,9-dimethylxanthene), N1C(COCC1)=O (morpholin-3-one), C(=O)([O-])[O-].[Cs+].[Cs+] (Cs2CO3). The reagents and catalysts are C=1C=CC(=CC1)/C=C/C(=O)/C=C/C2=CC=CC=C2.C=1C=CC(=CC1)/C=C/C(=O)/C=C/C2=CC=CC=C2.C=1C=CC(=CC1)/C=C/C(=O)/C=C/C2=CC=CC=C2.[Pd].[Pd] (tris(dibenzylideneacetone)dipalladium). The solvent is O1CCOCC1 (dioxane). Conditions: temperature 100 celsius. Yields the product FC(C1=NC2=C(C=CC=C2C(=N1)SC)N1C(COCC1)=O)(C1=NC=C(C=C1)F)F (4-(2-(difluoro(5-fluoropyridin-2-yl)methyl)-4-(methylthio)quinazolin-8-yl)morpholin-3-one). The yield is 57.5%. As a reaction SMILES: Br[C:2]1[CH:3]=[CH:4][CH:5]=[C:6]2[C:11]=1[N:10]=[C:9]([C:12]([F:21])([F:20])[C:13]1[CH:18]=[CH:17][C:16]([F:19])=[CH:15][N:14]=1)[N:8]=[C:7]2[S:22][CH3:23].C1(P(C2C=CC=CC=2)C2C3OC4C(=CC=CC=4P(C4C=CC=CC=4)C4C=CC=CC=4)C(C)(C)C=3C=CC=2)C=CC=CC=1.[NH:66]1[CH2:71][CH2:70][O:69][CH2:68][C:67]1=[O:72].C([O-])([O-])=O.[Cs+].[Cs+]>C1C=CC(/C=C/C(/C=C/C2C=CC=CC=2)=O)=CC=1.C1C=CC(/C=C/C(/C=C/C2C=CC=CC=2)=O)=CC=1.C1C=CC(/C=C/C(/C=C/C2C=CC=CC=2)=O)=CC=1.[Pd].[Pd].O1CCOCC1>[F:20][C:12]([F:21])([C:13]1[CH:18]=[CH:17][C:16]([F:19])=[CH:15][N:14]=1)[C:9]1[N:8]=[C:7]([S:22][CH3:23])[C:6]2[C:11](=[C:2]([N:66]3[CH2:71][CH2:70][O:69][CH2:68][C:67]3=[O:72])[CH:3]=[CH:4][CH:5]=2)[N:10]=1 |f:3.4.5,6.7.8.9.10|. Reported procedure: To a mixture of 8-bromo-2-(difluoro(5-fluoropyridin-2-yl)methyl)-4-(methylthio)quinazoline from Example 35 step B (336 mg, 0.84 mmol), tris(dibenzylideneacetone)dipalladium (73 mg, 0.08 mmol), 4,5-bis(diphenylphosphino)-9,9-dimethylxanthene (144 mg, 0.25 mmol), morpholin-3-one (102 mg, 1 mmol) and Cs2CO3 (383 mg, 1.18 mmol) was added dioxane (5 mL). The reaction vessel was evacuated and flushed with argon (3×), and the mixture was heated at 100° C. overnight. The mixture was diluted with MeOH an... Starting materials: acetates, Compound ( VI ), [F-] (fluoride), OCC1(OC)[C@@H](O)[C@H](O)[C@H](O1)CO (methyl fructofuranoside), [F-].[Cs+] (cesium fluoride), C(C)(C)(CC)O (tert-amyl alcohol), C[O-].[Na+] (sodium methoxide). Product: FC[C@H]([C@H]([C@@H](C(CO)=O)O)O)O (6-deoxy-6-fluoro-D-fructose). As a reaction SMILES: [F-:1].[Cs+].C(O)(CC)(C)C.[F-].C[O-].[Na+].[OH:13][CH2:14][C:15]1([O:23][C@H:22]([CH2:24]O)[C@@H:20]([OH:21])[C@@H:18]1[OH:19])[O:16]C>>[F:1][CH2:24][C@@H:22]([OH:23])[C@@H:20]([OH:21])[C@H:18]([OH:19])[C:15](=[O:16])[CH2:14][OH:13] |f:0.1,4.5|. Reported procedure: As a starting material, D-fructose is inexpensive and readily available. Briefly, treatment of fructose with acidic methanol affords a mixture of methyl α/β-D-fructofuranosides (II, III) which may be separated using standard silica gel chromatography or, alternatively, carried on as a mixture (FIG. 1). Selective protection of the primary C-6 hydroxyl with tert-butyldimethylchlorosilane (TBDMSCl) in pyridine, followed by global acetylation produces intermediate (V) in moderate yield over the two ... Reaction SMILES: [CH2:32]([C:33]([CH3:34])=[O:35])[CH:36]([CH3:37])[CH3:38].[Cl:1][c:2]1[cH:3][c:4]([F:26])[c:5]([NH:14][C:15](=[O:16])[N:17]2[CH:18]([C:23](=[O:24])[OH:25])[CH2:19][CH:20]([OH:22])[CH2:21]2)[cH:6][c:7]1[NH:8][S:9](=[O:10])(=[O:11])[CH2:12][Cl:13].[S:27](=[O:28])(=[O:29])([OH:30])[OH:31]>>[Cl:1][c:2]1[cH:3][c:4]([F:26])[c:5]([N:14]2[C:15](=[O:16])[N:17]3[CH:18]([CH2:19][CH:20]([OH:22])[CH2:21]3)[C:23]2=[O:24])[cH:6][c:7]1[NH:8][S:9](=[O:10])(=[O:11])[CH2:12][Cl:13]. Reactants: CC(=O)CC(C)C, O=C(O)C1CC(O)CN1C(=O)Nc1cc(NS(=O)(=O)CCl)c(Cl)cc1F, O=S(=O)(O)O. The product is O=C1C2CC(O)CN2C(=O)N1c1cc(NS(=O)(=O)CCl)c(Cl)cc1F.